Task: describe an organic reaction: reactants, conditions, products, and yield. Dataset: the Open Reaction Database (ORD), a public repository of structured organic reaction records Procedure: To a solution of the ketone of step A (0.4 g, 1.9 mmol) and the pyrrolidine intermediate obtained in step C, Example 114 (0.4 g, 1.3 mmol) in THF (15 mL) was added sodium triacetoxyborohydride (0.4 g, 1.9 mmol). The reaction was stirred at room temperature overnight and quenched by addition of aqueous NaHCO3. The resulting solution was extracted with EtOAc three times. The combined organic phase was washed with NaHCO3 and brine, dried over MgSO4 and concentrated. Flash chromatography eluting wit... RXN SMILES: O=[C:2]1[CH2:7][CH2:6][CH:5]([NH:8][C:9](=[O:15])[O:10][C:11]([CH3:14])([CH3:13])[CH3:12])[CH2:4][CH2:3]1.[NH:16]1[CH2:20][CH2:19][C@@H:18]([NH:21][C:22]([CH2:24][NH:25][C:26](=[O:37])[C:27]2[CH:32]=[CH:31][CH:30]=[C:29]([C:33]([F:36])([F:35])[F:34])[CH:28]=2)=[O:23])[CH2:17]1.C(O[BH-](OC(=O)C)OC(=O)C)(=O)C.[Na+]>C1COCC1>[F:36][C:33]([F:34])([F:35])[C:29]1[CH:28]=[C:27]([CH:32]=[CH:31][CH:30]=1)[C:26]([NH:25][CH2:24][C:22]([NH:21][C@@H:18]1[CH2:19][CH2:20][N:16]([CH:2]2[CH2:7][CH2:6][CH:5]([NH:8][C:9](=[O:15])[O:10][C:11]([CH3:14])([CH3:13])[CH3:12])[CH2:4][CH2:3]2)[CH2:17]1)=[O:23])=[O:37] |f:2.3|. Yields the product FC(C=1C=C(C(=O)NCC(=O)N[C@H]2CN(CC2)C2CCC(CC2)NC(OC(C)(C)C)=O)C=CC1)(F)F (tert-Butyl (4-{(3R)-3-[({[3-(trifluoromethyl)benzoyl]amino}acetyl)amino]pyrrolidin-1-yl}cyclohexyl)carbamate). The reactants are O=C1CCC(CC1)NC(OC(C)(C)C)=O (tert-Butyl (4-oxocyclohexyl)carbamate), N1C[C@@H](CC1)NC(=O)CNC(C1=CC(=CC=C1)C(F)(F)F)=O (N—((R)-Pyrrolidin-3-ylcarbamoylmethyl)-3-trifluoromethyl-benzamide), C(C)(=O)O[BH-](OC(C)=O)OC(C)=O.[Na+] (sodium triacetoxyborohydride). The yield is 45.0%. Conditions: time 8 hour. The solvent is C1CCOC1 (THF). The reactants are ClC1=CC=C(CC2=CC=C(S2)C=O)C=C1 (5-(4-chlorobenzyl)-thiophene-2-aldehyde), [H-].[Na+] (sodium hydride), [Br-].OC(=O)CCCC[P+](C1=CC=CC=C1)(C1=CC=CC=C1)C1=CC=CC=C1 (4-hydroxycarbonylbutyl-triphenylphosphonium bromide). Solvent: CS(=O)C (dimethylsulphoxide), CS(=O)C (dimethylsulphoxide), CS(=O)C (dimethylsulphoxide). The product is ClC1=CC=C(CC2=CC=C(S2)C=CCCCC(=O)O)C=C1 (6-[5-(4-Chlorobenzyl)-thien-2-yl]-hex-5-enoic acid). RXN SMILES: [H-].[Na+].[Br-].[OH:4][C:5]([CH2:7][CH2:8][CH2:9][CH2:10][P+](C1C=CC=CC=1)(C1C=CC=CC=1)C1C=CC=CC=1)=[O:6].[Cl:30][C:31]1[CH:44]=[CH:43][C:34]([CH2:35][C:36]2[S:40][C:39]([CH:41]=O)=[CH:38][CH:37]=2)=[CH:33][CH:32]=1>CS(C)=O>[Cl:30][C:31]1[CH:44]=[CH:43][C:34]([CH2:35][C:36]2[S:40][C:39]([CH:41]=[CH:10][CH2:9][CH2:8][CH2:7][C:5]([OH:6])=[O:4])=[CH:38][CH:37]=2)=[CH:33][CH:32]=1 |f:0.1,2.3|. Reported procedure: This compound is prepared analogously to Example 7b from: 6.3 g of sodium hydride (=7.8 g of 80% strength mineral oil suspension) in 180 ml of dimethylsulphoxide, 57.9 g of 4-hydroxycarbonylbutyl-triphenylphosphonium bromide in 180 ml of dimethylsulphoxide and 25.0 g of 5-(4-chlorobenzyl)-thiophene-2-aldehyde in 20 ml of dimethylsulphoxide. The reactants are COC(CC1=CN(C2=NC=CC=C21)CC2=CC(=C(C=C2)Cl)Cl)=O ([1-(3,4-dichloro-benzyl)-1H-pyrrolo[2,3-b]pyridine-3-yl]acetic acid methyl ester), [OH-].[Na+] (NaOH). Solvent: CO (MeOH). Reaction conditions: temperature 25 celsius, time 5 minute. Yields the product ClC=1C=C(CN2C=C(C=3C2=NC=CC3)CC(=O)O)C=CC1Cl ([1-(3,4-dichloro-benzyl)-1H-pyrrolo[2,3-b]pyridine-3-y]-acetic acid). RXN SMILES: C[O:2][C:3](=[O:23])[CH2:4][C:5]1[C:13]2[C:8](=[N:9][CH:10]=[CH:11][CH:12]=2)[N:7]([CH2:14][C:15]2[CH:20]=[CH:19][C:18]([Cl:21])=[C:17]([Cl:22])[CH:16]=2)[CH:6]=1.[OH-].[Na+]>CO>[Cl:22][C:17]1[CH:16]=[C:15]([CH:20]=[CH:19][C:18]=1[Cl:21])[CH2:14][N:7]1[C:8]2=[N:9][CH:10]=[CH:11][CH:12]=[C:13]2[C:5]([CH2:4][C:3]([OH:23])=[O:2])=[CH:6]1 |f:1.2|. Procedure details: To a solution of [1-(3,4-dichloro-benzyl)-1H-pyrrolo[2,3-b]pyridine-3-yl]acetic acid methyl ester (23 mg, 0.066 mmol) in MeOH (0.5 mL), is added 4N NaOH (0.25 mL). The reaction mixture is stirred at 25° C. for 5 minutes. The reaction mixture is evaporated in vacuo, to remove MeOH then cooled in an ice bath and acidified with concentrated HCl. The resultant solid is collected by filtration and triturated in CHCl3 to afford [1-(3,4-dichloro-benzyl)-1H-pyrrolo[2,3-b]pyridine-3-y]-acetic acid; MH+=3... Starting materials: material, NC=1C=C(C(=O)NC2=CC=C(C=C2)OC2=CC=CC=C2)C=CC1 (3-amino-N-(4-phenoxyphenyl)benzamide), ClC1=NC=CC=C1C1=NC(=NC=N1)NC1=CC(=C(C(=C1)OC)OC)OC ([4-(2-Chloro-pyridin-3-yl)-[1,3,5]triazin-2-yl]-(3,4,5-trimethoxy-phenyl)amine), solution, N (NH3). The solvent is CS(=O)C (DMSO). Conditions: time 8 hour. Yields the product NC1=NC(=NC=N1)C=1C(=NC=CC1)NC=1C=C(C(=O)NC2=CC=C(C=C2)OC2=CC=CC=C2)C=CC1 (3-[3-(4-Amino-[1,3,5]triazin-2-yl)-pyridin-2-ylamino]-N-(4-phenoxy-phenyl)benzamide). Reaction SMILES: Cl[C:2]1[C:7]([C:8]2[N:13]=[CH:12][N:11]=[C:10]([NH:14]C3C=C(OC)C(OC)=C(OC)C=3)[N:9]=2)=[CH:6][CH:5]=[CH:4][N:3]=1.N.[NH2:28][C:29]1[CH:30]=[C:31]([CH:48]=[CH:49][CH:50]=1)[C:32]([NH:34][C:35]1[CH:40]=[CH:39][C:38]([O:41][C:42]2[CH:47]=[CH:46][CH:45]=[CH:44][CH:43]=2)=[CH:37][CH:36]=1)=[O:33]>CS(C)=O>[NH2:14][C:10]1[N:11]=[CH:12][N:13]=[C:8]([C:7]2[C:2]([NH:28][C:29]3[CH:30]=[C:31]([CH:48]=[CH:49][CH:50]=3)[C:32]([NH:34][C:35]3[CH:36]=[CH:37][C:38]([O:41][C:42]4[CH:47]=[CH:46][CH:45]=[CH:44][CH:43]=4)=[CH:39][CH:40]=3)=[O:33])=[N:3][CH:4]=[CH:5][CH:6]=2)[N:9]=1. Reported procedure: [4-(2-Chloro-pyridin-3-yl)-[1,3,5]triazin-2-yl]-(3,4,5-trimethoxy-phenyl)amine (Example 2, Step 4) (247 mg, 1.08 mmol) was suspended in a 2 M solution of NH3 in IpOH (3 ml)(Aldrich), and the reaction mixture was stirred overnight in a sealed tube. Concentration, trituration in a small amount of MeOH, and filtration provided a white solid. A portion of this material (97 mg, 0.47 mmol) was mixed with 3-amino-N-(4-phenoxyphenyl)benzamide (320 mg, 0.96 mmol) and DMSO (250 ml), and stirred overnight ... The reactants are C1(=CC=CC=C1)C(C1=CC=CC=C1)OC(=S)C1=C(CS[C@H]2N1C([C@H]2NC(\C(=N/OC(C2=CC=CC=C2)(C2=CC=CC=C2)C2=CC=CC=C2)\C=2N=C(SC2)NC(=O)OC(C)(C)C)=O)=O)CSC=2N=NNC2 (7β-[(Z)-2-(2-t-butoxycarbonylaminothiazol-4-yl)-2-trityloxyiminoacetamido]-3-(1,2,3-triazol-4-yl)thiomethylthio-3-cephem-4-carboxylic acid diphenylmethyl ester), C(C)(C)N(CC)C(C)C (diisopropylethylamine), COS(=O)(=O)C(F)(F)F (trifluoromethanesulfonic acid methyl ester). Run in ClCCl (dichloromethane), O1CCCC1 (tetrahydrofuran). Reaction conditions: time 3 minute. Yields the product C1(=CC=CC=C1)C(C1=CC=CC=C1)OC(=S)C1=C(CS[C@H]2N1C([C@H]2NC(\C(=N/OC(C2=CC=CC=C2)(C2=CC=CC=C2)C2=CC=CC=C2)\C=2N=C(SC2)NC(=O)OC(C)(C)C)=O)=O)CSC=2N(N=NC2)C (7β-[(Z)-2-(2-t-butoxycarbonylaminothiazol-4-yl)-2-trityloxyiminoacetamido]-3-(3-methyl-1,2,3-triazol-4-yl)thiomethylthio-3-cephem-4-carboxylic acid diphenylmethyl ester), C1(=CC=CC=C1)C(C1=CC=CC=C1)OC(=S)C1=C(CS[C@H]2N1C([C@H]2NC(\C(=N/OC(C2=CC=CC=C2)(C2=CC=CC=C2)C2=CC=CC=C2)\C=2N=C(SC2)NC(=O)OC(C)(C)C)=O)=O)CSC=2N=NN(C2)C (7β-[(Z)-2-(2-t-butoxycarbonylaminothiazol-4-yl)-2-trityloxyiminoacetamido]-3-(1-methyl-1,2,3-triazol-4-yl)thiomethylthio-3-cephem-4-carboxylic acid diphenylmethyl ester), 7β-[(Z)-2-(2-t-butoxycarbonylamino-4-thiazolyl)-2-trityloxyiminoacetamido]-3-(2-methyl-1,2,3-triazol-4-yl)-thiomethylthio-3-cephem-4-carboxylic acid diphenylmethyl ester. Yield: 8.0%. RXN SMILES: [C:1]1([CH:7]([O:14][C:15]([C:17]2[N:22]3[C:23](=[O:63])[C@@H:24]([NH:25][C:26](=[O:62])/[C:27](/[C:49]4[N:50]=[C:51]([NH:54][C:55]([O:57][C:58]([CH3:61])([CH3:60])[CH3:59])=[O:56])[S:52][CH:53]=4)=[N:28]\[O:29][C:30]([C:43]4[CH:48]=[CH:47][CH:46]=[CH:45][CH:44]=4)([C:37]4[CH:42]=[CH:41][CH:40]=[CH:39][CH:38]=4)[C:31]4[CH:36]=[CH:35][CH:34]=[CH:33][CH:32]=4)[C@H:21]3[S:20][CH2:19][C:18]=2[CH2:64][S:65][C:66]2[N:67]=[N:68][NH:69][CH:70]=2)=[S:16])[C:8]2[CH:13]=[CH:12][CH:11]=[CH:10][CH:9]=2)[CH:6]=[CH:5][CH:4]=[CH:3][CH:2]=1.[CH:71](N(C(C)C)CC)(C)C.[CH3:80]OS(C(F)(F)F)(=O)=O>ClCCl.O1CCCC1>[C:1]1([CH:7]([O:14][C:15]([C:17]2[N:22]3[C:23](=[O:63])[C@@H:24]([NH:25][C:26](=[O:62])/[C:27](/[C:49]4[N:50]=[C:51]([NH:54][C:55]([O:57][C:58]([CH3:60])([CH3:61])[CH3:59])=[O:56])[S:52][CH:53]=4)=[N:28]\[O:29][C:30]([C:31]4[CH:36]=[CH:35][CH:34]=[CH:33][CH:32]=4)([C:37]4[CH:42]=[CH:41][CH:40]=[CH:39][CH:38]=4)[C:43]4[CH:44]=[CH:45][CH:46]=[CH:47][CH:48]=4)[C@H:21]3[S:20][CH2:19][C:18]=2[CH2:64][S:65][C:66]2[N:67]([CH3:71])[N:68]=[N:69][CH:70]=2)=[S:16])[C:8]2[CH:13]=[CH:12][CH:11]=[CH:10][CH:9]=2)[CH:6]=[CH:5][CH:4]=[CH:3][CH:2]=1.[C:1]1([CH:7]([O:14][C:15]([C:17]2[N:22]3[C:23](=[O:63])[C@@H:24]([NH:25][C:26](=[O:62])/[C:27](/[C:49]4[N:50]=[C:51]([NH:54][C:55]([O:57][C:58]([CH3:60])([CH3:61])[CH3:59])=[O:56])[S:52][CH:53]=4)=[N:28]\[O:29][C:30]([C:31]4[CH:36]=[CH:35][CH:34]=[CH:33][CH:32]=4)([C:37]4[CH:42]=[CH:41][CH:40]=[CH:39][CH:38]=4)[C:43]4[CH:44]=[CH:45][CH:46]=[CH:47][CH:48]=4)[C@H:21]3[S:20][CH2:19][C:18]=2[CH2:64][S:65][C:66]2[N:67]=[N:68][N:69]([CH3:80])[CH:70]=2)=[S:16])[C:8]2[CH:13]=[CH:12][CH:11]=[CH:10][CH:9]=2)[CH:6]=[CH:5][CH:4]=[CH:3][CH:2]=1. Reported procedure: To a solution of 7β-[(Z)-2-(2-t-butoxycarbonylaminothiazol-4-yl)-2-trityloxyiminoacetamido]-3-(1,2,3-triazol-4-yl)thiomethylthio-3-cephem-4-carboxylic acid diphenylmethyl ester (6.00 g: 5.87 mMol.) in a mixture of dichloromethane (60 ml) and tetrahydrofuran (30 ml) is added at -50° C. diisopropylethylamine (1.12 g: 6.43 mMol.). After stirring at -40°--50° C. for 3 minutes, trifluoromethanesulfonic acid methyl ester (0.73 ml: 6.45 mMol.) is added to the mixture. After stirring at the same tempera... Starting materials: C(C)(C)(C)OC(=O)CN1C(=CC2=CC=CC=C12)C(=O)O (1-tert.-butoxycarbonylmethyl-1H-indole-2-carboxylic acid), C(C)N1CCOCC1 (N-ethylmorpholine), Cl.C(C)(C)N1CCC(CC1)N (1-isopropyl-piperidin-4-ylamine hydrochloride). The solvent is ClCCl (dichloromethane). Run at time 30 minute. Product: C(C)(C)N1CCC(CC1)NC(=O)C=1N(C2=CC=CC=C2C1)CC(=O)OC(C)(C)C (tert.-Butyl [2-(1-isopropyl-piperidin-4-ylcarbamoyl)-indol-1-yl]-acetate). As a reaction SMILES: [C:1]([O:5][C:6]([CH2:8][N:9]1[C:17]2[C:12](=[CH:13][CH:14]=[CH:15][CH:16]=2)[CH:11]=[C:10]1[C:18](O)=[O:19])=[O:7])([CH3:4])([CH3:3])[CH3:2].C(N1CCOCC1)C.Cl.[CH:30]([N:33]1[CH2:38][CH2:37][CH:36]([NH2:39])[CH2:35][CH2:34]1)([CH3:32])[CH3:31]>ClCCl>[CH:30]([N:33]1[CH2:38][CH2:37][CH:36]([NH:39][C:18]([C:10]2[N:9]([CH2:8][C:6]([O:5][C:1]([CH3:4])([CH3:3])[CH3:2])=[O:7])[C:17]3[C:12]([CH:11]=2)=[CH:13][CH:14]=[CH:15][CH:16]=3)=[O:19])[CH2:35][CH2:34]1)([CH3:32])[CH3:31] |f:2.3|. Procedure: To a solution of 0.5 g 1-tert.-butoxycarbonylmethyl-1H-indole-2-carboxylic acid and 0.91 ml N-ethylmorpholine in 3 ml dichloromethane 0.6 g O-[(ethoxycarbonyl)cyanomethylenamino]-N,N,N′,N′-tetramethyluronium tetrafluoroborate were added and the mixture was stirred for 30 min at room temperature. 0.39 g 1-isopropyl-piperidin-4-ylamine hydrochloride were added to the mixture and the reaction mixture was further stirred for 1 hour. After removal of the solvent under reduced pressure the residue was...